From a dataset of the Open Reaction Database (ORD), a public repository of structured organic reaction records. describe an organic reaction: reactants, conditions, products, and yield Starting materials: OC(C(=O)C1=CC=C(C=C1)S(=O)(=O)C)(C)C (2-hydroxy-2-methyl-1-(4-(methylsulfonyl)phenyl)propan-1-one), C(CC(=O)O)(=O)OCC (ethyl hydrogen malonate), C1CCC2=NCCCN2CC1 (DBU). Reagents/catalysts: CN(C)C=1C=CN=CC1 (DMAP). Solvent: C(Cl)Cl (CH2Cl2). Reaction conditions: time 14 hour. The product is C(C)OC(=O)C=1C(OC(C1C1=CC=C(C=C1)S(=O)(=O)C)(C)C)=O (5,5-Dimethyl-4-(4-(methylsulfonyl)phenyl)-2-oxo-2,5-dihydrofuran-3-carboxylic acid ethyl ester). Yield: 62.6%. Reaction SMILES: [OH:1][C:2]([CH3:16])([CH3:15])[C:3]([C:5]1[CH:10]=[CH:9][C:8]([S:11]([CH3:14])(=[O:13])=[O:12])=[CH:7][CH:6]=1)=O.[C:17]([O:23][CH2:24][CH3:25])(=[O:22])[CH2:18][C:19](O)=[O:20].C1CCN2C(=NCCC2)CC1>CN(C1C=CN=CC=1)C.C(Cl)Cl>[CH2:24]([O:23][C:17]([C:18]1[C:19](=[O:20])[O:1][C:2]([CH3:16])([CH3:15])[C:3]=1[C:5]1[CH:10]=[CH:9][C:8]([S:11]([CH3:14])(=[O:13])=[O:12])=[CH:7][CH:6]=1)=[O:22])[CH3:25]. Procedure details: A mixture of 2-hydroxy-2-methyl-1-(4-(methylsulfonyl)phenyl)propan-1-one (2.87 g, 11.8 mmol), ethyl hydrogen malonate (2.02 g, 15.3 mmol), CMC (6.51 g, 15.4 mmol) and DMAP (0.35 g, 2.8 mmol) was dissolved in 100 mL of CH2Cl2. The mixture was stirred for 14 h at room temperature, then DBU (4 mL, 27 mmol) was added, stirred 1 h, then partitioned between CH2Cl2 and 1M HCl. The organic layer was washed with brine, filtered through cotton and evaporated. Purification by flash chromatography (90% ethe... Reactants: COC1=CC2=CC[C@H]3[C@@H]4CC[C@H](C=C)[C@]4(CC[C@@H]3[C@]2(CC1)C)C (pregna-3,5,20-trien-3-yl methyl ether), O.O.C(C(=O)O)(=O)O (oxalic acid dihydrate). The solvent is CC(=O)C (acetone). Conditions: time 6 hour. Product: C[C@@]12C=CC[C@H]1[C@@H]1CCC=3CC(CCC3[C@H]1CC2)=O (Estra-5(10),16-dien-3-one). The yield is 75.5%. RXN SMILES: C[O:2][C:3]1[CH2:21][CH2:20][C@@:19]2(C)[C:5](=[CH:6][CH2:7][C@@H:8]3[C@@H:18]2[CH2:17][CH2:16][C@@:15]2([CH3:23])[C@H:9]3[CH2:10][CH2:11][C@@H:12]2C=C)[CH:4]=1.O.O.C(O)(=O)C(O)=O>CC(C)=O>[CH3:23][C@:15]12[CH2:16][CH2:17][C@H:18]3[C@@H:8]([CH2:7][CH2:6][C:5]4[CH2:4][C:3](=[O:2])[CH2:21][CH2:20][C:19]=43)[C@@H:9]1[CH2:10][CH:11]=[CH:12]2 |f:1.2.3|. Procedure details: Estra-2,5(10), 16-triene-3-methyl ether (2) (646.3 mg, 2.390 mmole), dissolved in 50 ml of acetone was hydrolyzed for 6 h at room temperature using oxalic acid dihydrate (0.84 g, 6.7 mmole). The reaction mixture was quenched with 25 ml of saturated sodium bicarbonate and then extracted twice with 25 ml portions of ethyl acetate. The combined organic extracts were washed twice with 25 ml of brine, dried over magnesium sulfate, filtered, and concentrated under reduced pressure. The residue was rec...